From a dataset of the Open Reaction Database (ORD), a public repository of structured organic reaction records. describe an organic reaction: reactants, conditions, products, and yield Reactants: C[Al](C)C (Trimethylaluminium), CC=1N=CC(=NC1)N (5-methylpyrazin-2-amine), O[C@@H](C(=O)OC)CO[C@H](CO[Si](C(C)C)(C(C)C)C(C)C)C ((R)-methyl 2-hydroxy-3-((S)-1-(triisopropylsilyloxy)propan-2-yloxy)propanoate). The solvent is C1(=CC=CC=C1)C (toluene), C1(=CC=CC=C1)C (toluene). Conditions: temperature 0 celsius, time 20 minute. The product is O[C@H](C(=O)NC1=NC=C(N=C1)C)CO[C@@H](CO[Si](C(C)C)(C(C)C)C(C)C)C ((S)-2-hydroxy-N-(5-methylpyrazin-2-yl)-3-((R)-1-(triisopropylsilyloxy)propan-2-yloxy)propanamide). Isolated yield 56.5%. As a reaction SMILES: C[Al](C)C.[CH3:5][C:6]1[N:7]=[CH:8][C:9]([NH2:12])=[N:10][CH:11]=1.[OH:13][C@H:14]([CH2:19][O:20][C@@H:21]([CH3:34])[CH2:22][O:23][Si:24]([CH:31]([CH3:33])[CH3:32])([CH:28]([CH3:30])[CH3:29])[CH:25]([CH3:27])[CH3:26])[C:15](OC)=[O:16]>C1(C)C=CC=CC=1>[OH:13][C@@H:14]([CH2:19][O:20][C@H:21]([CH3:34])[CH2:22][O:23][Si:24]([CH:28]([CH3:30])[CH3:29])([CH:31]([CH3:33])[CH3:32])[CH:25]([CH3:26])[CH3:27])[C:15]([NH:12][C:9]1[CH:8]=[N:7][C:6]([CH3:5])=[CH:11][N:10]=1)=[O:16]. Procedure: Trimethylaluminium (2M solution in toluene) (5.98 mL, 11.96 mmol) was added to 5-methylpyrazin-2-amine (1.305 g, 11.96 mmol) in toluene (20 mL) cooled to 0° C. under nitrogen. The resulting solution was stirred at 0° C. for 20 minutes. (R)-methyl 2-hydroxy-3-((S)-1-(triisopropylsilyloxy)propan-2-yloxy)propanoate (Intermediate AU5) (2 g, 5.98 mmol) in toluene (6 mL) was added and the reaction was allowed to warm to room temperature and then refluxed for 6 hours. The reaction mixture was allowed t... Reaction conditions: time 5 hour. Reported procedure: To a mixture of 200 mg (0.508 mmol) of U-100592 (Ex. 1), 149 mg (1.47 mmol, 0.205 mL), and 5 mL methylene chloride at 0° C. benzyloxyacetylchloride was added dropwise. The reaction was allowed to warm slowly up to room temperature. After stirring for 5 hours, 5 mL of 1N HCl was added, and the resulting layers were separated. The aqueous layer was extracted with methylene chloride (3×5 mL). The combined organic layers were washed with brine and dried (MgSO4) then filtered and concentrated to a wh... Isolated yield 44.0%. Solvent: C(Cl)Cl (methylene chloride). The product is C(C1=CC=CC=C1)OCC(=O)O (benzyloxyacetic acid). As a reaction SMILES: CC(NC[C@@H]1OC(=O)N(C2C=CC(N3CCN(C(CO)=O)CC3)=C(F)C=2)C1)=[O:3].[CH2:29]([O:36][CH2:37][C:38](Cl)=[O:39])[C:30]1[CH:35]=[CH:34][CH:33]=[CH:32][CH:31]=1.Cl>C(Cl)Cl>[CH2:29]([O:36][CH2:37][C:38]([OH:39])=[O:3])[C:30]1[CH:35]=[CH:34][CH:33]=[CH:32][CH:31]=1. Reactants: CC(=O)NC[C@H]1CN(C(=O)O1)C=2C=CC(=C(C2)F)N3CCN(CC3)C(=O)CO (U-100592), C(C1=CC=CC=C1)OCC(=O)Cl (benzyloxyacetylchloride), Cl (HCl). The reactants are [OH-].[Na+] (NaOH), Cl.NO (hydroxylamine hydrochloride), C1(=CC=CC=C1)C=1C=C(OCCC(=O)O)C=CC1 (3-(3-phenylphenoxy)propionic acid), S(=O)(Cl)Cl (thionyl chloride). The solvent is O (water). Run at time 4 hour. Product: C1(=CC=CC=C1)C=1C=C(OCCC(=O)NO)C=CC1 (3-(3-phenylphenoxy)propanohydroxamic acid). As a reaction SMILES: [C:1]1([C:7]2[CH:8]=[C:9]([CH:16]=[CH:17][CH:18]=2)[O:10][CH2:11][CH2:12][C:13](O)=[O:14])[CH:6]=[CH:5][CH:4]=[CH:3][CH:2]=1.S(Cl)(Cl)=O.[OH-:23].[Na+].Cl.[NH2:26]O>O>[C:1]1([C:7]2[CH:8]=[C:9]([CH:16]=[CH:17][CH:18]=2)[O:10][CH2:11][CH2:12][C:13]([NH:26][OH:23])=[O:14])[CH:6]=[CH:5][CH:4]=[CH:3][CH:2]=1 |f:2.3,4.5|. Reported procedure: A mixture of 3-(3-phenylphenoxy)propionic acid (0.27 g, 1.1 mmol) and excess thionyl chloride was heated at reflux for 30 minutes. The mixture was cooled to ambient temperature and concentrated in vacuo. The residue was azeotroped three times with ethyl ether, and then was taken up in THF (30 mL). To the acid chloride solution was added aqueous hydroxylamine (3.34 mmol; prepared by adding 2.8 mL of aqueous 50% NaOH to a solution in 5 mL water of hydroxylamine hydrochloride) and the reaction mixt... Reactants: C1(O)=CC=C(O)C=C1 (Hydroquinone), [H-].[Na+] (sodium hydride), C(C)Br (ethyl bromide). Solvent: O1CCCC1 (tetrahydrofuran). The product is C(C)OC1=CC=C(C=C1)O (para-ethoxyphenol). As a reaction SMILES: [C:1]1([CH:8]=[CH:7][C:5]([OH:6])=[CH:4][CH:3]=1)[OH:2].[H-].[Na+].[CH2:11](Br)[CH3:12]>O1CCCC1>[CH2:11]([O:2][C:1]1[CH:8]=[CH:7][C:5]([OH:6])=[CH:4][CH:3]=1)[CH3:12] |f:1.2|. Procedure details: Hydroquinone can be added to a solution of sodium hydride (NaH) dissolved in tetrahydrofuran (THF) and combined with ethyl bromide yielding para-ethoxyphenol. The para-ethoxyphenol can be extracted and added to a solution of tosyl chloride (TsCl) dissolved in pyridine and tetrahydrofuran (THF) at room temperature, yielding para-ethoxytosyloxybenzene. The para-ethoxytosyloxybenzene can be extracted and added to a solution of diatomic iodine (I2) and potassium iodide trioxide (KIO3) dissolved in s... The reactants are C([C@@H]1[C@H]([C@@H]([C@H]([C@H](O1)O[C@@H]2[C@H](O[C@H]([C@@H]([C@H]2O)O)O)CO)O)O)O)O.O (maltose monohydrate), C(C)(=O)OC(C)=O (acetic anhydride). The reagents and catalysts are CN(C)C=1C=CN=CC1 (DMAP). Solvent: N1=CC=CC=C1 (pyridine). Run at time 5 hour. Product: C([C@@H]1[C@H]([C@@H]([C@H]([C@H](O1)O[C@@H]2[C@H](O[C@H]([C@@H]([C@H]2O)O)O)CO)O)O)O)O (maltose). The yield is 198.8%. RXN SMILES: [CH2:1]([OH:23])[C@H:2]1[O:7][C@H:6]([O:8][C@H:9]2[C@H:14]([OH:15])[C@@H:13]([OH:16])[C@H:12]([OH:17])[O:11][C@@H:10]2[CH2:18][OH:19])[C@H:5]([OH:20])[C@@H:4]([OH:21])[C@@H:3]1[OH:22].O.C(OC(=O)C)(=O)C>N1C=CC=CC=1.CN(C1C=CN=CC=1)C>[CH2:1]([OH:23])[C@H:2]1[O:7][C@H:6]([O:8][C@H:9]2[C@H:14]([OH:15])[C@@H:13]([OH:16])[C@H:12]([OH:17])[O:11][C@@H:10]2[CH2:18][OH:19])[C@H:5]([OH:20])[C@@H:4]([OH:21])[C@@H:3]1[OH:22] |f:0.1|. Procedure: By the method above, but beginning with maltose monchydrate (52), the title compound is obtained as a mixture of diastereomers. To a solution of maltose monohydrate 52 (3.5 g, 9.7 mmol) in 40 mL of pyridine at room temperature is added acetic anhydride (20 mL, 210 mmol) and DMAP (0.10 g, 0.82 mmol). The solution is stirred at room temperature for 5 h and concentrated. The residue is dissolved in 200 mL of CH2Cl2, washed with 1N HCl (4×100 mL), dried over Na2SO4, and concentrated to afford 6.6 g ...